From a dataset of the Open Reaction Database (ORD), a public repository of structured organic reaction records. describe an organic reaction: reactants, conditions, products, and yield The reactants are COC(=O)c1cc(CO)nn1-c1ncccc1Cl, ClCCl, O=S(Cl)Cl. Yields the product COC(=O)c1cc(CCl)nn1-c1ncccc1Cl. As a reaction SMILES: [Cl:1][c:2]1[c:3](-[n:8]2[n:9][c:10]([CH2:17][OH:18])[cH:11][c:12]2[C:13](=[O:14])[O:15][CH3:16])[n:4][cH:5][cH:6][cH:7]1.[Cl:23][CH2:24][Cl:25].[S:19]([Cl:20])([Cl:21])=[O:22]>>[Cl:1][c:2]1[c:3](-[n:8]2[n:9][c:10]([CH2:17][Cl:21])[cH:11][c:12]2[C:13](=[O:14])[O:15][CH3:16])[n:4][cH:5][cH:6][cH:7]1. Starting materials: C(C)(C)(C)OC(=O)N1N=C(C2=CC=CC=C12)CC1C(N(C2=C(N3C(=NN=C13)C1=CC=CC=C1)C=CC=C2)CC(N(C=2C=NC(=CC2)OC)C(C)C)=O)=O (3-(6-{[isopropyl-(6-methoxy-pyridin-3-yl)-carbamoyl]-methyl}-5-oxo-1-phenyl-5,6-dihydro-4H-2,3,6,10b-tetraaza-benzo[e]azulen-4-ylmethyl)-indazole-1-carboxylic acid tert-butyl ester), C(C)(C)(C)OC(=O)N1N=C(C2=CC=CC=C12)CC1C(N(C2=C(N3C(=NN=C13)C1=CC=CC=C1)C=CC=C2)CC(N(C=2C=NC(=CC2)OC)C(C)C)=O)=O (3-(6-{[isopropyl-(6-methoxy-pyridin-3-yl)-carbamoyl]-methyl}-5-oxo-1-phenyl-5,6-dihydro-4H-2,3,6,10b-tetraaza-benzo[e]azulen-4-ylmethyl)-indazole-1-carboxylic acid tert-butyl ester), C(=O)(C(F)(F)F)O (TFA). Product: N1N=C(C2=CC=CC=C12)CC1C(N(C2=C(N3C(=NN=C13)C1=CC=CC=C1)C=CC=C2)CC(=O)N(C=2C=NC(=CC2)OC)C(C)C)=O (2-[4-(1H-indazol-3-ylmethyl)-5-oxo-1-phenyl-4,5-dihydro-2,3,6,10b-tetraaza-benzo[e]azulen-6-yl]-N-isopropyl-N-(6-methoxy-pyridin-3-yl)-acetamide). Run at time 24 hour. Run in C(Cl)Cl (CH2Cl2). Reported procedure: The product of Step A, 3-(6-{[isopropyl-(6-methoxy-pyridin-3-yl)-carbamoyl]-methyl}-5-oxo-1-phenyl-5,6-dihydro-4H-2,3,6,10b-tetraaza-benzo[e]azulen-4-ylmethyl)-indazole-1-carboxylic acid tert-butyl ester, was dissolved in CH2Cl2 (8 mL) and TFA (2 mL) was added. The reaction was stirred at room temperature for 24 hours and was concentrated in vacuo. Purification by medium pressure chromatography eluting with a solvent gradient (1% MeOH in EtOAc to 5% MeOH in EtOAc) provided 172 mg of 2-[4-(1H-ind... As a reaction SMILES: C(OC([N:8]1[C:16]2[C:11](=[CH:12][CH:13]=[CH:14][CH:15]=2)[C:10]([CH2:17][CH:18]2[C:27]3[N:23]([C:24]([C:28]4[CH:33]=[CH:32][CH:31]=[CH:30][CH:29]=4)=[N:25][N:26]=3)[C:22]3[CH:34]=[CH:35][CH:36]=[CH:37][C:21]=3[N:20]([CH2:38][C:39](=[O:52])[N:40]([CH:49]([CH3:51])[CH3:50])[C:41]3[CH:42]=[N:43][C:44]([O:47][CH3:48])=[CH:45][CH:46]=3)[C:19]2=[O:53])=[N:9]1)=O)(C)(C)C.C(O)(C(F)(F)F)=O>C(Cl)Cl>[NH:8]1[C:16]2[C:11](=[CH:12][CH:13]=[CH:14][CH:15]=2)[C:10]([CH2:17][CH:18]2[C:27]3[N:23]([C:24]([C:28]4[CH:29]=[CH:30][CH:31]=[CH:32][CH:33]=4)=[N:25][N:26]=3)[C:22]3[CH:34]=[CH:35][CH:36]=[CH:37][C:21]=3[N:20]([CH2:38][C:39]([N:40]([CH:49]([CH3:50])[CH3:51])[C:41]3[CH:42]=[N:43][C:44]([O:47][CH3:48])=[CH:45][CH:46]=3)=[O:52])[C:19]2=[O:53])=[N:9]1. Starting materials: C1N(C[C@@H]2[C@H]1CNC2)C(=O)OC(C)(C)C ((3aR,6aS)-tert-butyl hexahydropyrrolo[3,4-c]pyrrole-2(1H)-carboxylate), BrC=1C=NC=C(C(=O)OCC)C1 (ethyl 5-bromonicotinate), C([O-])([O-])=O.[Cs+].[Cs+] (cesium carbonate). The reagents and catalysts are C=1C=CC(=CC1)/C=C/C(=O)/C=C/C2=CC=CC=C2.C=1C=CC(=CC1)/C=C/C(=O)/C=C/C2=CC=CC=C2.C=1C=CC(=CC1)/C=C/C(=O)/C=C/C2=CC=CC=C2.[Pd].[Pd] (tris(dibenzylideneacetone)dipalladium(0)), C1(=CC=CC=C1)P(C1=CC=CC=2C(C3=CC=CC(=C3OC12)P(C1=CC=CC=C1)C1=CC=CC=C1)(C)C)C1=CC=CC=C1 (4,5-bis(diphenylphosphino)-9,9-dimethylxanthene). The solvent is O1CCOCC1 (dioxane). Conditions: temperature 90 celsius. The product is C(C)OC(=O)C=1C=C(C=NC1)N1C[C@@H]2[C@H](C1)CN(C2)C(=O)OC(C)(C)C ((3aR,6aS)-tert-butyl 5-(5-(ethoxycarbonyl)pyridin-3-yl)hexahydropyrrolo[3,4-c]pyrrole-2(1H)-carboxylate). Isolated yield 94.0%. As a reaction SMILES: [CH2:1]1[C@@H:5]2[CH2:6][NH:7][CH2:8][C@@H:4]2[CH2:3][N:2]1[C:9]([O:11][C:12]([CH3:15])([CH3:14])[CH3:13])=[O:10].Br[C:17]1[CH:18]=[N:19][CH:20]=[C:21]([CH:27]=1)[C:22]([O:24][CH2:25][CH3:26])=[O:23].C(=O)([O-])[O-].[Cs+].[Cs+]>O1CCOCC1.C1C=CC(/C=C/C(/C=C/C2C=CC=CC=2)=O)=CC=1.C1C=CC(/C=C/C(/C=C/C2C=CC=CC=2)=O)=CC=1.C1C=CC(/C=C/C(/C=C/C2C=CC=CC=2)=O)=CC=1.[Pd].[Pd].C1(P(C2C=CC=CC=2)C2C3OC4C(=CC=CC=4P(C4C=CC=CC=4)C4C=CC=CC=4)C(C)(C)C=3C=CC=2)C=CC=CC=1>[CH2:25]([O:24][C:22]([C:21]1[CH:27]=[C:17]([N:7]2[CH2:6][C@@H:5]3[CH2:1][N:2]([C:9]([O:11][C:12]([CH3:15])([CH3:14])[CH3:13])=[O:10])[CH2:3][C@@H:4]3[CH2:8]2)[CH:18]=[N:19][CH:20]=1)=[O:23])[CH3:26] |f:2.3.4,6.7.8.9.10|. Reported procedure: A suspension of the product from Example 1C (2.00 g, 9.42 mmol), ethyl 5-bromonicotinate (2.80 g, 12.0 mmol), tris(dibenzylideneacetone)dipalladium(0) (259 mg, 0.283 mmol), 4,5-bis(diphenylphosphino)-9,9-dimethylxanthene (491 mg, 0.848 mmol) and cesium carbonate (4.91 g, 15.1 mmol) in anhydrous dioxane (50 mL) were heated at 90° C. for 72 hours. The reaction mixture was cooled and filtered through a glass frit. The filtrate was concentrated and the residue was purified by silica gel chromatograp... Yields the product Cc1nc(NNC(=O)C(CC2CCCC2)CN(C=O)OC2CCCCO2)c(F)c(N2CC=CC2)n1. RXN SMILES: [CH2:47]([Cl:48])[CH2:49][Cl:50].[CH:16]1([CH2:21][CH:22]([C:23](=[O:24])[OH:25])[CH2:26][N:27]([O:28][CH:29]2[O:30][CH2:31][CH2:32][CH2:33][CH2:34]2)[CH:35]=[O:36])[CH2:17][CH2:18][CH2:19][CH2:20]1.[N:1]1([c:6]2[n:7][c:8]([CH3:15])[n:9][c:10]([NH:13][NH2:14])[c:11]2[F:12])[CH2:2][CH:3]=[CH:4][CH2:5]1.[O:51]=[CH:52][N:53]([CH3:54])[CH3:55].[OH:37][n:38]1[c:39]2[n:40][cH:41][cH:42][cH:43][c:44]2[n:45][n:46]1>>[N:1]1([c:6]2[n:7][c:8]([CH3:15])[n:9][c:10]([NH:13][NH:14][C:23]([CH:22]([CH2:21][CH:16]3[CH2:17][CH2:18][CH2:19][CH2:20]3)[CH2:26][N:27]([O:28][CH:29]3[O:30][CH2:31][CH2:32][CH2:33][CH2:34]3)[CH:35]=[O:36])=[O:24])[c:11]2[F:12])[CH2:2][CH:3]=[CH:4][CH2:5]1. Starting materials: ClCCCl, O=CN(CC(CC1CCCC1)C(=O)O)OC1CCCCO1, Cc1nc(NN)c(F)c(N2CC=CC2)n1, CN(C)C=O, On1nnc2cccnc21. The reactants are C(C)(=O)O[BH-](OC(C)=O)OC(C)=O.[Na+] (sodium triacetoxyborohydride), C(C)(=O)O[BH-](OC(C)=O)OC(C)=O.[Na+] (sodium triacetoxyborohydride), crude mixture, FC=1C=C(CNC2=CN=CC(=N2)C2=CC(=NC=C2)N[C@@H]2CC[C@H](CC2)N)C=CC1 (trans-N1-(4-(6-(3-fluorobenzylamino)pyrazin-2-yl)pyridin-2-yl)cyclohexane-1,4-diamine), C(C)(=O)O (acetic acid), C(C1=CC=CC=C1)=O (benzaldehyde). Run in CS(=O)C (DMSO), CN1CCCC1=O (NMP). Conditions: time 8 hour. The product is C(C1=CC=CC=C1)N[C@@H]1CC[C@H](CC1)NC1=NC=CC(=C1)C1=NC(=CN=C1)NCC1=CC(=CC=C1)F (trans-N1-benzyl-N4-(4-(6-(3-fluorobenzylamino) pyrazin-2-yl)pyridin-2-yl)cyclohexane-1,4-diamine). Yield: 30.2%. RXN SMILES: [F:1][C:2]1[CH:3]=[C:4]([CH:27]=[CH:28][CH:29]=1)[CH2:5][NH:6][C:7]1[N:12]=[C:11]([C:13]2[CH:18]=[CH:17][N:16]=[C:15]([NH:19][C@H:20]3[CH2:25][CH2:24][C@H:23]([NH2:26])[CH2:22][CH2:21]3)[CH:14]=2)[CH:10]=[N:9][CH:8]=1.C(O)(=O)C.[CH:34](=O)[C:35]1[CH:40]=[CH:39][CH:38]=[CH:37][CH:36]=1.C(O[BH-](OC(=O)C)OC(=O)C)(=O)C.[Na+]>CS(C)=O.CN1C(=O)CCC1>[CH2:34]([NH:26][C@H:23]1[CH2:22][CH2:21][C@H:20]([NH:19][C:15]2[CH:14]=[C:13]([C:11]3[CH:10]=[N:9][CH:8]=[C:7]([NH:6][CH2:5][C:4]4[CH:27]=[CH:28][CH:29]=[C:2]([F:1])[CH:3]=4)[N:12]=3)[CH:18]=[CH:17][N:16]=2)[CH2:25][CH2:24]1)[C:35]1[CH:40]=[CH:39][CH:38]=[CH:37][CH:36]=1 |f:3.4|. Procedure: To trans-N1-(4-(6-(3-fluorobenzylamino)pyrazin-2-yl)pyridin-2-yl)cyclohexane-1,4-diamine (19 mg, 0.048 mmol) was added NMP (0.6 ml), acetic acid (0.042 ml, 0.726 mmol) and benzaldehyde (10.27 mg, 0.097 mmol). The resulting reaction mixture was stirred overnight at ambient temperature. To the stirred reaction mixture was added sodium triacetoxyborohydride (41.0 mg, 0.194 mmol) and the resulting mixture was stirred overnight (24 hours) at ambient temperature. To the reaction mixture then was added...